This data is from the Open Reaction Database (ORD), a public repository of structured organic reaction records. The task is: describe an organic reaction: reactants, conditions, products, and yield Starting materials: CCOC(=O)/N=N/C(=O)OCC (diethylazodicarboxylate), [N+](=O)([O-])C1=CC=C(CC2NC(NC2=O)=O)C=C1 ((-)-4-(4-Nitrobenzyl)imidazolidin-2,5-dione), C1(=CC=CC=C1)P(C1=CC=CC=C1)C1=CC=CC=C1 (triphenylphosphine), OCCC1=CC=C(NC(C)=O)C=C1 (4'-(2-Hydroxyethyl)acetanilide). Solvent: COCCOC (DME), COCCOC (DME). Reaction conditions: time 17 hour. Yields the product [N+](=O)([O-])C1=CC=C(CC2NC(N(C2=O)CCC2=CC=C(NC(C)=O)C=C2)=O)C=C1 ((-)-4'-{2-[4-(4-Nitrobenzyl)-2,5-dioxoimidazolidinyl]ethyl}acetanilide). Isolated yield 71.8%. As a reaction SMILES: CCOC(/N=N/C(OCC)=O)=O.[N+:13]([C:16]1[CH:29]=[CH:28][C:19]([CH2:20][CH:21]2[C:25](=[O:26])[NH:24][C:23](=[O:27])[NH:22]2)=[CH:18][CH:17]=1)([O-:15])=[O:14].O[CH2:31][CH2:32][C:33]1[CH:42]=[CH:41][C:36]([NH:37][C:38](=[O:40])[CH3:39])=[CH:35][CH:34]=1.C1(P(C2C=CC=CC=2)C2C=CC=CC=2)C=CC=CC=1>COCCOC>[N+:13]([C:16]1[CH:29]=[CH:28][C:19]([CH2:20][CH:21]2[C:25](=[O:26])[N:24]([CH2:31][CH2:32][C:33]3[CH:42]=[CH:41][C:36]([NH:37][C:38](=[O:40])[CH3:39])=[CH:35][CH:34]=3)[C:23](=[O:27])[NH:22]2)=[CH:18][CH:17]=1)([O-:15])=[O:14]. Procedure: A solution of diethylazodicarboxylate (7.8 g) in DME (40 ml) was added dropwise under N2 to a stirred mixture of the product from step (a) (10.5 g), the product from step (c) (8.0 g) and triphenylphosphine (11.7 g) in DME (400 ml). When addition was complete, the mixture was stirred at room temperature for 17 hours, then evaporated in vacuo and the residue crystallised from ethanol/ether (1:4 v/v) to give the desired product as a pale yellow solid (12.7 g), [α]D25 -97.8° (c=0.50, MeOH). Reactants: COC(C1=CC=CC=C1)OC (benzaldehyde dimethyl acetal), COC1OC=CCC1 (2-methoxy-2,3-dihydro-4H-pyran), C([O-])([O-])=O.[K+].[K+] (potassium carbonate). Reagents/catalysts: [Cl-].[Cl-].[Zn+2] (ZnCl2). The solvent is O (water). Reaction conditions: temperature 25 celsius. Yields the product COC1OC(CCC1C(C1=CC=CC=C1)OC)OC (2,6-Dimethoxy-3-(α-methoxybenzyl)tetrahydropyran). Reaction SMILES: CO[CH:3]([O:10][CH3:11])[C:4]1[CH:9]=[CH:8][CH:7]=[CH:6][CH:5]=1.[CH3:12][O:13][CH:14]1[CH2:19][CH2:18][CH:17]=[CH:16][O:15]1.[C:20](=O)([O-])[O-:21].[K+].[K+]>[Cl-].[Cl-].[Zn+2].O>[CH3:12][O:13][CH:14]1[CH:19]([CH:3]([O:10][CH3:11])[C:4]2[CH:5]=[CH:6][CH:7]=[CH:8][CH:9]=2)[CH2:18][CH2:17][CH:16]([O:21][CH3:20])[O:15]1 |f:2.3.4,5.6.7|. Procedure: 152 g. (1.0 mole) benzaldehyde dimethyl acetal was combined with 3 g. ZnCl2. While stirring and cooling to 25° C., 114 g. (1 mole) 2-methoxy-2,3-dihydro-4H-pyran was added. After stirring for an hour, the catalyst was neutralized by the addition of 15 g. potassium carbonate in 30 ml. water. The mixture was then extracted with ether and the combined ether extracts were washed with water and dried over sodium sulfate. After the removal of the solvent, the residue was distilled in vacuo to give the... The reactants are COc1cc(C(=O)CCOC(=O)[O-])cc(OC)c1OC, [Pd]. The product is COc1cc(C=O)cc(OC)c1OC. As a reaction SMILES: [C:1](=[O:2])([O-:3])[O:4][CH2:19][CH2:20][C:5]([c:6]1[cH:7][c:8]([O:16][CH3:17])[c:9]([O:14][CH3:15])[c:10]([O:12][CH3:13])[cH:11]1)=[O:18].[Pd:21]>>[CH:5]([c:6]1[cH:7][c:8]([O:16][CH3:17])[c:9]([O:14][CH3:15])[c:10]([O:12][CH3:13])[cH:11]1)=[O:18]. Reactants: COC(C)(C)C, CC(C)(C)OC(=O)N1CCC(N)CC1, O=Cc1ccncn1. The product is CC(C)(C)OC(=O)N1CCC(N=Cc2ccncn2)CC1. RXN SMILES: [CH3:23][O:24][C:25]([CH3:26])([CH3:27])[CH3:28].[NH2:9][CH:10]1[CH2:11][CH2:12][N:13]([C:16](=[O:17])[O:18][C:19]([CH3:20])([CH3:21])[CH3:22])[CH2:14][CH2:15]1.[n:1]1[cH:2][n:3][c:4]([CH:7]=[O:8])[cH:5][cH:6]1>>[n:1]1[cH:2][n:3][c:4]([CH:7]=[N:9][CH:10]2[CH2:11][CH2:12][N:13]([C:16](=[O:17])[O:18][C:19]([CH3:20])([CH3:21])[CH3:22])[CH2:14][CH2:15]2)[cH:5][cH:6]1. The reactants are COC=1C=C(CC2N(CCC3=CC(=C(C=C23)O)OC)CC(=O)NC2CCC3=CC=CC=C23)C=CC1OC (2-[1-(3,4-dimethoxy-benzyl)-7-hydroxy-6-methoxy-3,4-dihydro-1H-isoquinolin-2-yl]-N-(indan-1-yl)-acetamide), CS(=O)(=O)C1=NC=C(C=N1)OC (2-methane-sulfonyl-5-methoxy-pyrimidine). The product is COC=1C=C(CC2N(CCC3=CC(=C(C=C23)OC2=NC=C(C=N2)OC)OC)CC(=O)NC2CCC3=CC=CC=C23)C=CC1OC (2-[1-(3,4-dimethoxy-benzyl)-6-methoxy-7-(5-methoxy-pyrimidin-2-yloxy)-3,4-dihydro-1H-isoquinolin-2-yl]-N-(indan-1-yl)-acetamide). As a reaction SMILES: [CH3:1][O:2][C:3]1[CH:4]=[C:5]([CH:33]=[CH:34][C:35]=1[O:36][CH3:37])[CH2:6][CH:7]1[C:16]2[C:11](=[CH:12][C:13]([O:18][CH3:19])=[C:14]([OH:17])[CH:15]=2)[CH2:10][CH2:9][N:8]1[CH2:20][C:21]([NH:23][CH:24]1[C:32]2[C:27](=[CH:28][CH:29]=[CH:30][CH:31]=2)[CH2:26][CH2:25]1)=[O:22].CS([C:42]1[N:47]=[CH:46][C:45]([O:48][CH3:49])=[CH:44][N:43]=1)(=O)=O>>[CH3:1][O:2][C:3]1[CH:4]=[C:5]([CH:33]=[CH:34][C:35]=1[O:36][CH3:37])[CH2:6][CH:7]1[C:16]2[C:11](=[CH:12][C:13]([O:18][CH3:19])=[C:14]([O:17][C:42]3[N:47]=[CH:46][C:45]([O:48][CH3:49])=[CH:44][N:43]=3)[CH:15]=2)[CH2:10][CH2:9][N:8]1[CH2:20][C:21]([NH:23][CH:24]1[C:32]2[C:27](=[CH:28][CH:29]=[CH:30][CH:31]=2)[CH2:26][CH2:25]1)=[O:22]. Procedure details: prepared by reaction of 2-[1-(3,4-dimethoxy-benzyl)-7-hydroxy-6-methoxy-3,4-dihydro-1H-isoquinolin-2-yl]-N-(indan-1-yl)-acetamide with 2-methane-sulfonyl-5-methoxy-pyrimidine The reactants are Cl, [K+], COc1ccc2c(c1)C1(N=C=O)CC=CCC1CC2, C1COCCOCCOCCOCCOCCO1, [OH-], c1ccccc1. The product is Cl, COc1ccc2c(c1)C1(N)CC=CCC1CC2. Reaction SMILES: [ClH:40].[K+:21].[N:1](=[C:2]=[O:3])[C:4]12[CH2:5][CH:6]=[CH:7][CH2:8][CH:9]1[CH2:10][CH2:11][c:12]1[cH:13][cH:14][c:15]([O:18][CH3:19])[cH:16][c:17]12.[O:22]1[CH2:23][CH2:24][O:25][CH2:26][CH2:27][O:28][CH2:29][CH2:30][O:31][CH2:32][CH2:33][O:34][CH2:35][CH2:36][O:37][CH2:38][CH2:39]1.[OH-:20].[cH:41]1[cH:42][cH:43][cH:44][cH:45][cH:46]1>>[ClH:40].[NH2:1][C:4]12[CH2:5][CH:6]=[CH:7][CH2:8][CH:9]1[CH2:10][CH2:11][c:12]1[cH:13][cH:14][c:15]([O:18][CH3:19])[cH:16][c:17]12. The reactants are compound 149, C1(CCCC1)N1C2=C(N(C(C(C1)(F)F)=O)C)C=NC(=N2)NC2=CC(=C(C(=O)O)C=C2OC)F (4-(9-cyclopentyl-7,7-difluoro-5-methyl-6-oxo-6,7,8,9-tetrahydro-5H-pyrimido[5,4-b][1,4]diazepin-2-ylamino)-2-fluoro-5-methoxybenzoic acid), Cl.CN1CCN(CC1)CC1=CC=C(N)C=C1 (4-((4-methylpiperazin-1-yl)methyl)aniline hydrochloride). The product is C1(CCCC1)N1C2=C(N(C(C(C1)(F)F)=O)C)C=NC(=N2)NC2=CC(=C(C(=O)NC1=CC=C(C=C1)CN1CCN(CC1)C)C=C2OC)F (4-(9-cyclopentyl-7,7-difluoro-5-methyl-6-oxo-6,7,8,9-tetrahydro-5H-pyrimido[5,4-b][1,4]diazepin-2-ylamino)-2-fluoro-5-methoxy-N-(4-((4-methylpiperazin-1-yl)methyl)phenyl)benzamide). Reaction SMILES: [CH:1]1([N:6]2[CH2:12][C:11]([F:14])([F:13])[C:10](=[O:15])[N:9]([CH3:16])[C:8]3[CH:17]=[N:18][C:19]([NH:21][C:22]4[C:30]([O:31][CH3:32])=[CH:29][C:25]([C:26]([OH:28])=O)=[C:24]([F:33])[CH:23]=4)=[N:20][C:7]2=3)[CH2:5][CH2:4][CH2:3][CH2:2]1.Cl.[CH3:35][N:36]1[CH2:41][CH2:40][N:39]([CH2:42][C:43]2[CH:49]=[CH:48][C:46]([NH2:47])=[CH:45][CH:44]=2)[CH2:38][CH2:37]1>>[CH:1]1([N:6]2[CH2:12][C:11]([F:14])([F:13])[C:10](=[O:15])[N:9]([CH3:16])[C:8]3[CH:17]=[N:18][C:19]([NH:21][C:22]4[C:30]([O:31][CH3:32])=[CH:29][C:25]([C:26]([NH:47][C:46]5[CH:45]=[CH:44][C:43]([CH2:42][N:39]6[CH2:38][CH2:37][N:36]([CH3:35])[CH2:41][CH2:40]6)=[CH:49][CH:48]=5)=[O:28])=[C:24]([F:33])[CH:23]=4)=[N:20][C:7]2=3)[CH2:5][CH2:4][CH2:3][CH2:2]1 |f:1.2|. Procedure details: The title compound was prepared in a manner analogous to compound 149 from 4-(9-cyclopentyl-7,7-difluoro-5-methyl-6-oxo-6,7,8,9-tetrahydro-5H-pyrimido[5,4-b][1,4]diazepin-2-ylamino)-2-fluoro-5-methoxybenzoic acid and 4-((4-methylpiperazin-1-yl)methyl)aniline hydrochloride with yield 48 mg (37%). 1H NMR (400 MHz, DMSO-d6) δ ppm 1.62 (br. s., 4H) 1.73 (br. s., 2H) 1.98 (m, 2H) 2.14 (s, 3H) 2.17-2.45 (m, 8H) 3.40 (s, 2H) 3.94 (s, 3H) 4.09 (t, J=12 Hz, 2H) 4.84 (t, J=8.08 Hz, 1H) 7.16-7.37 (m, 3H) 7... The reactants are C=O (paraformaldehyde), CO (methanol), CC1=NCCC2=CC(=C(C=C12)OC)OC (1-methyl-6,7-dimethoxy-3,4-dihydroisoquinoline). Solvent: CC[O-].[Na+] (sodium ethylate). Yields the product OCC(C1=NCCC2=CC(=C(C=C12)OC)OC)CO (1-[bis(hydroxymethyl)-methyl]-6,7-dimethoxy-3,4-dihydroisoquinoline). Isolated yield 90.0%. As a reaction SMILES: [CH2:1]=[O:2].[CH3:3][OH:4].[CH3:5][C:6]1[C:15]2[C:10](=[CH:11][C:12]([O:18][CH3:19])=[C:13]([O:16][CH3:17])[CH:14]=2)[CH2:9][CH2:8][N:7]=1>CC[O-].[Na+]>[OH:2][CH2:1][CH:5]([CH2:3][OH:4])[C:6]1[C:15]2[C:10](=[CH:11][C:12]([O:18][CH3:19])=[C:13]([O:16][CH3:17])[CH:14]=2)[CH2:9][CH2:8][N:7]=1 |f:3.4|. Procedure details: To a suspension of 2.5 moles of paraformaldehyde in 300 ml of methanol 1 mole (205.3 g) of 1-methyl-6,7-dimethoxy-3,4-dihydroisoquinoline and subsequently freshly prepared sodium ethylate (1 g of sodium+50 ml of ethanol) are added at room temperature, with stirring. The reaction mixture is stirred for 5 to 6 hours, whereupon it is kept at 40° to 50 C.° for half an hour. The mixture is evaporated under reduced pressure and the obtained crystalline material is recrystallized from a mixture of acet... Reactants: CSC1=[N+]2Cc3ccccc3CC2CS1, [I-], Nc1cccnc1, c1ccncc1. The product is c1cncc(N=C2SCC3Cc4ccccc4CN23)c1. Reaction SMILES: [CH3:2][S:3][C:4]1=[N+:8]2[CH:7]([CH2:6][S:5]1)[CH2:16][c:15]1[c:10]([cH:11][cH:12][cH:13][cH:14]1)[CH2:9]2.[I-:1].[NH2:17][c:18]1[cH:19][n:20][cH:21][cH:22][cH:23]1.[cH:24]1[cH:25][cH:26][n:27][cH:28][cH:29]1>>[C:4]1(=[N:17][c:18]2[cH:19][n:20][cH:21][cH:22][cH:23]2)[S:5][CH2:6][CH:7]2[N:8]1[CH2:9][c:10]1[cH:11][cH:12][cH:13][cH:14][c:15]1[CH2:16]2.